From a dataset of the Open Reaction Database (ORD), a public repository of structured organic reaction records. describe an organic reaction: reactants, conditions, products, and yield The reactants are CCCBr, COc1cc(C=O)cc(Br)c1O, O=C([O-])[O-], [K+], [K+], CN(C)C=O, O. Product: CCCOc1c(Br)cc(C=O)cc1OC. RXN SMILES: [Br:19][CH2:20][CH2:21][CH3:22].[Br:1][c:2]1[c:3]([OH:12])[c:4]([O:10][CH3:11])[cH:5][c:6]([CH:7]=[O:8])[cH:9]1.[C:13](=[O:14])([O-:15])[O-:16].[K+:17].[K+:18].[O:24]=[CH:25][N:26]([CH3:27])[CH3:28].[OH2:23]>>[Br:1][c:2]1[c:3]([O:12][CH2:20][CH2:21][CH3:22])[c:4]([O:10][CH3:11])[cH:5][c:6]([CH:7]=[O:8])[cH:9]1. Starting materials: ClC1=C2C(NC(=N1)C)=CC(=N2)C (4-chloro-2,6-dimethylpyrrolo[3,2-d]pyrimidine), N1CCOCC1 (morpholine), C(=O)([O-])[O-].[K+].[K+] (K2CO3). Run in O (water). Product: CC=1NC=2C(=C(N1)N1CCOCC1)N=C(C2)C (4-(2,6-Dimethylpyrrolo[2,3-e]pyrimidin-4-yl)morpholine). The yield is 65.0%. Reaction SMILES: Cl[C:2]1[N:7]=[C:6]([CH3:8])[NH:5][C:4]2=[CH:9][C:10]([CH3:12])=[N:11][C:3]=12.[NH:13]1[CH2:18][CH2:17][O:16][CH2:15][CH2:14]1.C([O-])([O-])=O.[K+].[K+]>O>[CH3:8][C:6]1[NH:5][C:4]2[C:3]([N:11]=[C:10]([CH3:12])[CH:9]=2)=[C:2]([N:13]2[CH2:18][CH2:17][O:16][CH2:15][CH2:14]2)[N:7]=1 |f:2.3.4|. Procedure details: To a 5-mL Wheaton vial was added 4-chloro-2,6-dimethylpyrrolo[3,2-d]pyrimidine (Example 46(d)) (0.10 g, 0.55 mmol) and morpholine (Aldrich Chemical Company) (0.24 mL, 2.7 mmol). A solution. of K2CO3 (0.35 g, 2.5 mmol) in water (2.5 mL) was added and the reaction mixture heated in the capped vial at reflux for 3.5 h. The reaction mixture was cooled to room temperature and the solution was filtered. The resulting precipitate was washed with H2O and hexanes and dried in a 60° C. vacuum oven to give... The reactants are Cc1ccccc1, Cc1ccc(S(=O)(=O)O)cc1, Cc1noc2c1CCCC2(O)c1ccoc1. The product is Cc1noc2c1CCC=C2c1ccoc1. RXN SMILES: [CH3:28][c:29]1[cH:30][cH:31][cH:32][cH:33][cH:34]1.[c:17]1([CH3:18])[cH:19][cH:20][c:21]([S:22]([OH:23])(=[O:24])=[O:25])[cH:26][cH:27]1.[o:1]1[cH:2][c:3]([C:6]2([OH:16])[CH2:7][CH2:8][CH2:9][c:10]3[c:11]([CH3:15])[n:12][o:13][c:14]32)[cH:4][cH:5]1>>[o:1]1[cH:2][c:3]([C:6]2=[CH:7][CH2:8][CH2:9][c:10]3[c:11]([CH3:15])[n:12][o:13][c:14]32)[cH:4][cH:5]1. The reactants are ClC=1C(N(C=C(C1)[N+](=O)[O-])C)=O (3-chloro-1-methyl-5-nitro-1H-pyridin-2-one). The reagents and catalysts are [Ni] (Ra—Ni). Run in CO (MeOH). Reaction conditions: time 97 hour. Product: NC=1C=C(C(N(C1)C)=O)Cl (5-Amino-3-chloro-1-methyl-1H-pyridin-2-one). RXN SMILES: [Cl:1][C:2]1[C:3](=[O:12])[N:4]([CH3:11])[CH:5]=[C:6]([N+:8]([O-])=O)[CH:7]=1>CO.[Ni]>[NH2:8][C:6]1[CH:7]=[C:2]([Cl:1])[C:3](=[O:12])[N:4]([CH3:11])[CH:5]=1. Reported procedure: Ra—Ni (EtOH) (230 mmol) was added to a solution of 3-chloro-1-methyl-5-nitro-1H-pyridin-2-one (Step E6) (136 mmol) in MeOH (400 mL) and the mixture was stirred at rt under a hydrogen atmosphere for 97 h. The reaction mixture was filtered over celite and concentrated. The product was purified by flash chromatography to afford the title compound as a black solid. ESI-MS: tR=0.33 min, [M+H]+ 159/161 (LC-MS 1); TLC: Rf=0.28 (9:1 CH2Cl2/MeOH). Reactants: O=C([O-])[O-], CI, [Cu], [K+], [K+], CN(C)C=O, COC(=O)CCCc1ccc(O)c(-c2cc(CCCC(=O)OC)ccc2O)c1. Yields the product COC(=O)CCCc1ccc(O)c(-c2cc(CCCC(=O)OC)ccc2OC)c1. RXN SMILES: [C:31](=[O:32])([O-:33])[O-:34].[CH3:29][I:30].[Cu:37].[K+:35].[K+:36].[O:38]=[CH:39][N:40]([CH3:41])[CH3:42].[OH:1][c:2]1[c:3](-[c:15]2[c:16]([OH:28])[cH:17][cH:18][c:19]([CH2:21][CH2:22][CH2:23][C:24](=[O:25])[O:26][CH3:27])[cH:20]2)[cH:4][c:5]([CH2:8][CH2:9][CH2:10][C:11](=[O:12])[O:13][CH3:14])[cH:6][cH:7]1>>[O:1]([c:2]1[c:3](-[c:15]2[c:16]([OH:28])[cH:17][cH:18][c:19]([CH2:21][CH2:22][CH2:23][C:24](=[O:25])[O:26][CH3:27])[cH:20]2)[cH:4][c:5]([CH2:8][CH2:9][CH2:10][C:11](=[O:12])[O:13][CH3:14])[cH:6][cH:7]1)[CH3:31]. Starting materials: solution, [H-].[Al+3].[Li+].[H-].[H-].[H-] (lithium aluminum hydride), C(C)(C)(C)C1=CC=C(C=C1)C1=C(C(CC1)=O)C (3-(4-t-butylphenyl)-2-methyl-2-cyclopenten-1-one). Solvent: C1CCOC1 (THF), CCOCC (ether). Run at temperature 0 celsius, time 20 minute. Product: C(C)(C)(C)C1=CC=C(C=C1)C1=C(C(CC1)O)C (1-(4-t-butylphenyl)-2-methyl-cyclopenten-3-ol). The yield is 97.0%. As a reaction SMILES: [C:1]([C:5]1[CH:10]=[CH:9][C:8]([C:11]2[CH2:15][CH2:14][C:13](=[O:16])[C:12]=2[CH3:17])=[CH:7][CH:6]=1)([CH3:4])([CH3:3])[CH3:2].[H-].[Al+3].[Li+].[H-].[H-].[H-]>CCOCC.C1COCC1>[C:1]([C:5]1[CH:6]=[CH:7][C:8]([C:11]2[CH2:15][CH2:14][CH:13]([OH:16])[C:12]=2[CH3:17])=[CH:9][CH:10]=1)([CH3:4])([CH3:2])[CH3:3] |f:1.2.3.4.5.6|. Procedure details: A solution of 25.7 g (0.12 mol) of 3-(4-t-butylphenyl)-2-methyl-2-cyclopenten-1-one (EP 0259977) dissolved in 40 mL of ether was cooled to 0° C. Added dropwise was 43.7 mL (43.7 mmol) of a solution of 1M lithium aluminum hydride in THF. After stirring 20 min, the mixture was quenched by dropwise addition of saturated aqueous NaHSO3. The mixture was dried (MgSO4), solids were filtered and the filtrate was stripped to afford 26.8 g of 1-(4-t-butylphenyl)-2-methyl-cyclopenten-3-ol as an oil which s... Starting materials: O[C@@H]1C(NCC1)=O ((S)-(-)-3-hydroxy-2-pyrrolidinone), C(C)(=O)OC(C)=O (acetic anhydride). Run in N1=CC=CC=C1 (pyridine). Conditions: time 4 hour. Yields the product C(C)(=O)O[C@@H]1C(NCC1)=O ((S)-(-)-3-acetoxy-2-pyrrolidinone). Yield: 86.3%. Reaction SMILES: [OH:1][C@H:2]1[CH2:6][CH2:5][NH:4][C:3]1=[O:7].[C:8](OC(=O)C)(=[O:10])[CH3:9]>N1C=CC=CC=1>[C:8]([O:1][C@H:2]1[CH2:6][CH2:5][NH:4][C:3]1=[O:7])(=[O:10])[CH3:9]. Procedure details: To a solution of 1.439 g of (S)-(-)-3-hydroxy-2-pyrrolidinone [P. W. K. Woo, Tetrahedron Letters, 2617 (1971); mp. 103.5°-104.5° C., [α]D26 =-118.8°±2.3° (c=0.688, CHCl3)] in 14 ml of pyridine is added 2.8 ml of acetic anhydride, and the mixture is allowed to stand at room temperature for 4 hours and concentrated under reduced pressure at a temperature below 40° C. The residue is crystallized from ether and recrystallized from methylene chloride-n-hexane to give 1.735 g of (S)-(-)-3-acetoxy-2-py...